Dataset: the Open Reaction Database (ORD), a public repository of structured organic reaction records. Task: describe an organic reaction: reactants, conditions, products, and yield Reactants: OC1=C(C(=O)O)C=C(C=C1)C=CC1=CC=C(C=C1)S(=O)(=O)NC1=NC=CC=C1 (2-hydroxy-5-[2-[4-[(2-pyridinylamino)sulfonyl]phenyl]ethenyl]benzoic acid), [H][H] (hydrogen). The reagents and catalysts are [Pd] (palladium on charcoal). The solvent is O1CCCC1 (tetrahydrofuran), C(C)(=O)O (acetic acid). The product is OC1=C(C(=O)O)C=C(C=C1)CCC1=CC=C(C=C1)S(=O)(=O)NC1=NC=CC=C1 (2-Hydroxy-5-[2-[4-[(2-pyridinylamino)sulfonyl]phenyl]ethyl]benzoic acid). As a reaction SMILES: [OH:1][C:2]1[CH:10]=[CH:9][C:8]([CH:11]=[CH:12][C:13]2[CH:18]=[CH:17][C:16]([S:19]([NH:22][C:23]3[CH:28]=[CH:27][CH:26]=[CH:25][N:24]=3)(=[O:21])=[O:20])=[CH:15][CH:14]=2)=[CH:7][C:3]=1[C:4]([OH:6])=[O:5].[H][H]>O1CCCC1.C(O)(=O)C.[Pd]>[OH:1][C:2]1[CH:10]=[CH:9][C:8]([CH2:11][CH2:12][C:13]2[CH:14]=[CH:15][C:16]([S:19]([NH:22][C:23]3[CH:28]=[CH:27][CH:26]=[CH:25][N:24]=3)(=[O:21])=[O:20])=[CH:17][CH:18]=2)=[CH:7][C:3]=1[C:4]([OH:6])=[O:5]. Reported procedure: A solution of 2-hydroxy-5-[2-[4-[(2-pyridinylamino)sulfonyl]phenyl]ethenyl]benzoic acid (3 g, 7.5 mmol) in tetrahydrofuran (100 ml) and acetic acid (100 ml) was hydrogenated over palladium on charcoal (10%, 0.3g) and hydrogen at atmospheric pressure and room temperature for 27 h. The catalyst was filtered off and the solvent was evaporated. The residue was dissolved in a solution of sodium hydroxide (0.3g) in acetone (30 ml) and water (30 ml). The solution was acidified with hydrochloric acid at... The reactants are CC(C)(OC(=O)CC1(C(NC2=CC=CC=C12)=O)CC(=O)OC(C)(C)C)C (3,3-bis((1,1-dimethylethoxy)carbonylmethyl)indolin-2-one), [H-].[Na+] (sodium hydride), C(C1=CC=CC=C1)Br (benzyl bromide). Run in CN(C=O)C (N,N-dimethylformamide), CN(C=O)C (N,N-dimethylformamide). Reaction conditions: time 30 minute. Product: C(C1=CC=CC=C1)N1C(C(C2=CC=CC=C12)(CC(=O)OC(C)(C)C)CC(=O)OC(C)(C)C)=O (1-benzyl-3,3-bis((1,1-dimethylethoxy)carbonylmethyl)indolin-2-one). RXN SMILES: [H-].[Na+].[CH3:3][C:4]([CH3:28])([O:6][C:7]([CH2:9][C:10]1([CH2:20][C:21]([O:23][C:24]([CH3:27])([CH3:26])[CH3:25])=[O:22])[C:18]2[C:13](=[CH:14][CH:15]=[CH:16][CH:17]=2)[NH:12][C:11]1=[O:19])=[O:8])[CH3:5].[CH2:29](Br)[C:30]1[CH:35]=[CH:34][CH:33]=[CH:32][CH:31]=1>CN(C)C=O>[CH2:29]([N:12]1[C:13]2[C:18](=[CH:17][CH:16]=[CH:15][CH:14]=2)[C:10]([CH2:9][C:7]([O:6][C:4]([CH3:28])([CH3:3])[CH3:5])=[O:8])([CH2:20][C:21]([O:23][C:24]([CH3:27])([CH3:26])[CH3:25])=[O:22])[C:11]1=[O:19])[C:30]1[CH:35]=[CH:34][CH:33]=[CH:32][CH:31]=1 |f:0.1|. Procedure details: To a suspension of 0.05 g of sodium hydride (60%) in 5 ml of N,N-dimethylformamide was added dropwise a solution of 0.36 g of 3,3-bis((1,1-dimethylethoxy)carbonylmethyl)indolin-2-one in 5 ml of N,N-dimethylformamide at 0° C. in a nitrogen stream. After stirring the mixture at that temperature for 30 minutes, 0.12 ml of benzyl bromide was added thereto. The whole mixture was stirred for 1 hour and then concentrated. Chloroform was added to the concentrate, and the mixture was washed with an aqueo... Reactants: ClC=1C=CC(=C(C1)C1C(NC(N1)=O)=O)S(=O)CCCCCC (5-(5-chloro-2-hexylsulfinylphenyl)hydantoin), [Mn](=O)(=O)(=O)[O-].[K+] (potassium permanganate), O (water), S([O-])(O)=O.[Na+] (sodium bisulfite). Solvent: C(C)(=O)O (acetic acid). Conditions: time 45 minute. The product is C(CCCCC)S(=O)(=O)C1=C(C=CC=C1)C1C(NC(N1)=O)=O (5-(2-Hexylsulfonylphenyl)hydantoin). Yield: 29.1%. Reaction SMILES: Cl[C:2]1[CH:3]=[CH:4][C:5]([S:15]([CH2:17][CH2:18][CH2:19][CH2:20][CH2:21][CH3:22])=[O:16])=[C:6]([CH:8]2[NH:12][C:11](=[O:13])[NH:10][C:9]2=[O:14])[CH:7]=1.[Mn]([O-])(=O)(=O)=[O:24].[K+].O.S(=O)(O)[O-].[Na+]>C(O)(=O)C>[CH2:17]([S:15]([C:5]1[CH:4]=[CH:3][CH:2]=[CH:7][C:6]=1[CH:8]1[NH:12][C:11](=[O:13])[NH:10][C:9]1=[O:14])(=[O:24])=[O:16])[CH2:18][CH2:19][CH2:20][CH2:21][CH3:22] |f:1.2,4.5|. Procedure: To a solution of 5-(5-chloro-2-hexylsulfinylphenyl)hydantoin (4.8 g, 0.014 mol) in glacial acetic acid (50 ml) was added potassium permanganate (2.2 g, 0.014 mol) and water (5 ml). The mixture was stirred at room temperature for 45 minutes then poured into 10% sodium bisulfite solution (50 ml). The resulting solution was extracted with ether, the ethereal extract then dried (MgSO4) and evaporated under reduced pressure. The brown oily residue was chromatographed on silica gel and the product elu... Reactants: BrCCCO (3-Bromopropan-1-ol), C(C1=CC=CC=C1)OC(NN1C=C2N(C(N(C(C2=C1C1=CC=CC=C1)=O)C)=O)C)=O ((1,3-Dimethyl-2,4-dioxo-5-phenyl-1,2,3,4-tetrahydro-pyrrolo[3,4-d]pyrimidin-6-yl)-carbamic acid benzyl ester), C(=O)([O-])[O-].[K+].[K+] (K2CO3). Reagents/catalysts: [Cl-].C(C1=CC=CC=C1)[N+](C)(C)C (benzyltrimethylammonium chloride). Run in C(C)#N (acetonitrile), O (water). Conditions: temperature 60 celsius, time 40 minute. The product is C(C1=CC=CC=C1)OC(N(CCCO)N1C=C2N(C(N(C(C2=C1C1=CC=CC=C1)=O)C)=O)C)=O ((1,3-Dimethyl-2,4-dioxo-5-phenyl-1,2,3,4-tetrahydro-pyrrolo[3,4-d]pyrimidin-6-yl)-(3-hydroxy-propyl)-carbamic acid benzyl ester). Reaction SMILES: Br[CH2:2][CH2:3][CH2:4][OH:5].[CH2:6]([O:13][C:14](=[O:35])[NH:15][N:16]1[C:24]([C:25]2[CH:30]=[CH:29][CH:28]=[CH:27][CH:26]=2)=[C:23]2[C:18]([N:19]([CH3:34])[C:20](=[O:33])[N:21]([CH3:32])[C:22]2=[O:31])=[CH:17]1)[C:7]1[CH:12]=[CH:11][CH:10]=[CH:9][CH:8]=1.C([O-])([O-])=O.[K+].[K+]>[Cl-].C([N+](C)(C)C)C1C=CC=CC=1.C(#N)C.O>[CH2:6]([O:13][C:14](=[O:35])[N:15]([N:16]1[C:24]([C:25]2[CH:30]=[CH:29][CH:28]=[CH:27][CH:26]=2)=[C:23]2[C:18]([N:19]([CH3:34])[C:20](=[O:33])[N:21]([CH3:32])[C:22]2=[O:31])=[CH:17]1)[CH2:2][CH2:3][CH2:4][OH:5])[C:7]1[CH:12]=[CH:11][CH:10]=[CH:9][CH:8]=1 |f:2.3.4,5.6|. Procedure details: 3-Bromopropan-1-ol (0.645 ml, 7.14 mmol) was added to a suspension of (1,3-Dimethyl-2,4-dioxo-5-phenyl-1,2,3,4-tetrahydro-pyrrolo[3,4-d]pyrimidin-6-yl)-carbamic acid benzyl ester (step 1) (2.22 g, 5.49 mmol), K2CO3 (2.276 g, 16.47 mmol) and benzyltrimethylammonium chloride (0.102 g, 0.549 mmol) in acetonitrile (50 ml). The mixture was heated to 60° C. and stirred for 40 mins. The reaction mixture was cooled to RT and diluted with water. The mixture was extracted with EtOAc (2×) and the combined ... Reactants: C=1(N=C(N=C2C=CC3=C(C12)C=CN3)N)N (7H-pyrrolo[3,2-f]quinazoline-1,3-diamine), C([O-])([O-])=O.[K+].[K+] (potassium carbonate), [H-].[Na+] (sodium hydride), CI (methyl iodide). Solvent: C(C)(=O)O (acetic acid), CN(C=O)C (dimethylformamide), CN(C=O)C (dimethylformamide). Reaction conditions: time 1 hour. The product is CN1C=CC=2C3=C(N=C(N=C3C=CC21)N)N (7-Methyl-7H-pyrrolo[3,2-f]quinazoline-1,3-diamine). RXN SMILES: [C:1]1([NH2:15])[N:2]=[C:3]([NH2:14])[N:4]=[C:5]2[C:10]=1[C:9]1[CH:11]=[CH:12][NH:13][C:8]=1[CH:7]=[CH:6]2.[H-].[Na+].CI.[C:20](=O)([O-])[O-].[K+].[K+]>C(O)(=O)C.CN(C)C=O>[CH3:20][N:13]1[C:8]2[CH:7]=[CH:6][C:5]3[C:10](=[C:1]([NH2:15])[N:2]=[C:3]([NH2:14])[N:4]=3)[C:9]=2[CH:11]=[CH:12]1 |f:1.2,4.5.6|. Reported procedure: A solution of 5.98 g. 7H-pyrrolo[3,2-f]quinazoline-1,3-diamine in 200 ml. dry dimethylformamide is stirred under nitrogen and 1.58 g. ca. 50% sodium hydride-mineral oil dispersion is added carefully. After stirring for one hour, a solution of 4.47 g. (2.0 ml.) methyl iodide in 10 ml. dry dimethylformamide is added and stirring is continued. Two hours later, 15 ml. gl. acetic acid are added and the reaction mixture is freed of solvent (in vacuo). The residue is stirred with excess aqueous potassi... The reactants are C(C)OC(=O)[C@H]1N(C[C@@H]([C@H](C1)C1=CC=C(C=C1)OC)OCC=1C=CC2=C(N(CCO2)CCCOC)C1)S(=O)(=O)C1=CC=C(C=C1)C ((2S,4R,5R)-4-(4-methoxy-phenyl)-5-[4-(3-methoxy-propyl)-3,4-dihydro-2H-benzo[1,4]oxazin-6-ylmethoxy]-1-(toluene-4-sulfonyl)-piperidine-2-carboxylic acid ethyl ester), [H-].[Al+3].[Li+].[H-].[H-].[H-] (lithium aluminium hydride). Yields the product COC1=CC=C(C=C1)[C@H]1C[C@H](N(C[C@@H]1OCC=1C=CC2=C(N(CCO2)CCCOC)C1)S(=O)(=O)C1=CC=C(C=C1)C)CO ([(2S,4R,5R)-4-(4-Methoxy-phenyl)-5-[4-(3-methoxy-propyl)-3,4-dihydro-2H-benzo[1,4]oxazin-6-ylmethoxy]-1-(toluene-4-sulfonyl)-piperidin-2-yl]-methanol). As a reaction SMILES: C([O:3][C:4]([C@@H:6]1[CH2:11][C@H:10]([C:12]2[CH:17]=[CH:16][C:15]([O:18][CH3:19])=[CH:14][CH:13]=2)[C@@H:9]([O:20][CH2:21][C:22]2[CH:23]=[CH:24][C:25]3[O:30][CH2:29][CH2:28][N:27]([CH2:31][CH2:32][CH2:33][O:34][CH3:35])[C:26]=3[CH:36]=2)[CH2:8][N:7]1[S:37]([C:40]1[CH:45]=[CH:44][C:43]([CH3:46])=[CH:42][CH:41]=1)(=[O:39])=[O:38])=O)C.[H-].[Al+3].[Li+].[H-].[H-].[H-]>>[CH3:19][O:18][C:15]1[CH:14]=[CH:13][C:12]([C@@H:10]2[C@@H:9]([O:20][CH2:21][C:22]3[CH:23]=[CH:24][C:25]4[O:30][CH2:29][CH2:28][N:27]([CH2:31][CH2:32][CH2:33][O:34][CH3:35])[C:26]=4[CH:36]=3)[CH2:8][N:7]([S:37]([C:40]3[CH:45]=[CH:44][C:43]([CH3:46])=[CH:42][CH:41]=3)(=[O:38])=[O:39])[C@H:6]([CH2:4][OH:3])[CH2:11]2)=[CH:17][CH:16]=1 |f:1.2.3.4.5.6|. Procedure: Similar to example 1, 0.45 g of (2S,4R,5R)-4-(4-methoxy-phenyl)-5-[4-(3-methoxy-propyl)-3,4-dihydro-2H-benzo[1,4]oxazin-6-ylmethoxy]-1-(toluene-4-sulfonyl)-piperidine-2-carboxylic acid ethyl ester are reacted with lithium aluminium hydride to afford the title compound as a yellow oil. Rf=0.3 (EtOAc-heptane 2:1); Rt=4.82. Reactants: C(C)(C)C1=CC=C(C=C1)C1C(OC2=C1C(=CC=C2C)C)=O (3-(4-isopropylphenyl)-4,7-dimethyl-1-benzofuran-2(3H)-one). Run in CCCCCC.C(C)(=O)OCC (hexane ethyl acetate). Product: OCC(C1=CC=C(C=C1)C(C)C)C1=C(C(=CC=C1C)C)O (2-(2-Hydroxy-1-(4-isopropylphenyl)ethyl)-3,6-dimethylphenol). Yield: 88.0%. Reaction SMILES: [CH:1]([C:4]1[CH:9]=[CH:8][C:7]([CH:10]2[C:14]3[C:15]([CH3:20])=[CH:16][CH:17]=[C:18]([CH3:19])[C:13]=3[O:12][C:11]2=[O:21])=[CH:6][CH:5]=1)([CH3:3])[CH3:2]>CCCCCC.C(OCC)(=O)C>[OH:21][CH2:11][CH:10]([C:14]1[C:15]([CH3:20])=[CH:16][CH:17]=[C:18]([CH3:19])[C:13]=1[OH:12])[C:7]1[CH:6]=[CH:5][C:4]([CH:1]([CH3:3])[CH3:2])=[CH:9][CH:8]=1 |f:1.2|. Reported procedure: Using 3-(4-isopropylphenyl)-4,7-dimethyl-1-benzofuran-2(3H)-one synthesized in Reference Example 230, the title compound was synthesized in the same manner as in Reference Example 8. Yield 88%. Melting point: 88-89° C. (hexane-ethyl acetate).